From a dataset of the Open Reaction Database (ORD), a public repository of structured organic reaction records. describe an organic reaction: reactants, conditions, products, and yield The reactants are C(C1=CC=CC=C1)N1CC2(CCCN(C2)C2=CC(=C(C(=C2)[N+](=O)[O-])N)C)CCC1 (4-(8-benzyl-2,8-diaza-spiro[5.5]undec-2-yl)-2-methyl-6-nitro-phenylamine), C(C)(=O)O (acetic acid), ClC1=NC=CC(=C1C=O)I (2-chloro-3-formyl-4-iodopyridine). The reagents and catalysts are [Pd] (Pd/C). The solvent is CO (MeOH). Run at time 3 hour. The product is ClC1=NC=CC(=C1C=1NC2=C(N1)C(=CC(=C2)N2CC1(CCC2)CNCCC1)C)I (2-[2-(2-Chloro-4-iodo-pyridin-3-yl)-7-methyl-3H-benzoimidazol-5-yl]-2,8-diaza-spiro[5.5]undecane). The yield is 55.2%. As a reaction SMILES: C([N:8]1[CH2:29][CH2:28][CH2:27][C:10]2([CH2:15][N:14]([C:16]3[CH:21]=[C:20]([N+:22]([O-])=O)[C:19]([NH2:25])=[C:18]([CH3:26])[CH:17]=3)[CH2:13][CH2:12][CH2:11]2)[CH2:9]1)C1C=CC=CC=1.C(O)(=O)C.[Cl:34][C:35]1[C:40]([CH:41]=O)=[C:39]([I:43])[CH:38]=[CH:37][N:36]=1>CO.[Pd]>[Cl:34][C:35]1[C:40]([C:41]2[NH:22][C:20]3[CH:21]=[C:16]([N:14]4[CH2:13][CH2:12][CH2:11][C:10]5([CH2:27][CH2:28][CH2:29][NH:8][CH2:9]5)[CH2:15]4)[CH:17]=[C:18]([CH3:26])[C:19]=3[N:25]=2)=[C:39]([I:43])[CH:38]=[CH:37][N:36]=1. Procedure: To a solution of 4-(8-benzyl-2,8-diaza-spiro[5.5]undec-2-yl)-2-methyl-6-nitro-phenylamine (394 mg, 1.0 mmol) in MeOH (47.5 mL) were added Pd/C (10%, 40 mg) and acetic acid (2.5 mL). The mixture was stirred under atmospheric hydrogen (balloon) at the room temperature for 3 h and filter over Celite. The filtrate was mixed with 2-chloro-3-formyl-4-iodopyridine (267.5 mg, 1.0 mmol), stirred at the room temperature for 18 h, and evaporated to dryness under reduced pressure. The residue was dissolved ... Reactants: C(C1=CC=CC=C1)=O (benzaldehyde), CC1(OC(CC(O1)=O)=O)C (2,2-dimethyl-1,3-dioxane-4,6-dione). The product is C(C1=CC=CC=C1)=C1C(OC(OC1=O)(C)C)=O (5-benzylidene-2,2-dimethyl-1,3-dioxane-4,6-dione). RXN SMILES: [CH:1](=O)[C:2]1[CH:7]=[CH:6][CH:5]=[CH:4][CH:3]=1.[CH3:9][C:10]1([CH3:18])[O:15][C:14](=[O:16])[CH2:13][C:12](=[O:17])[O:11]1>>[CH:1](=[C:13]1[C:14](=[O:16])[O:15][C:10]([CH3:18])([CH3:9])[O:11][C:12]1=[O:17])[C:2]1[CH:7]=[CH:6][CH:5]=[CH:4][CH:3]=1. Procedure details: This compound was prepared by using procedures analogous to those described for the synthesis of Example 120, Step 1 starting from benzaldehyde and 2,2-dimethyl-1,3-dioxane-4,6-dione. The reactants are O=C(O)C(c1nnn(Cc2ccccc2)n1)C1CCCC1, CC(C)C[AlH]CC(C)C, [Cl-], ClCCl, Cl, [NH4+], O=C(NCC1CCN(CC2(c3nnn[nH]3)CCCC2)CC1)N1C(=O)C2(CCCC2)c2ccccc21. Product: O=CC(c1nnn(Cc2ccccc2)n1)C1CCCC1. As a reaction SMILES: [CH2:1]([c:2]1[cH:3][cH:4][cH:5][cH:6][cH:7]1)[n:8]1[n:9][c:10]([CH:13]([C:14](=[O:15])[OH:16])[CH:17]2[CH2:18][CH2:19][CH2:20][CH2:21]2)[n:11][n:12]1.[CH3:57][CH:58]([CH2:59][AlH:60][CH2:61][CH:62]([CH3:63])[CH3:64])[CH3:65].[Cl-:67].[Cl:69][CH2:70][Cl:71].[ClH:66].[NH4+:68].[O:22]=[C:23]1[C:24]2([CH2:25][CH2:26][CH2:27][CH2:28]2)[c:29]2[c:30]([cH:31][cH:32][cH:33][cH:34]2)[N:35]1[C:36]([NH:37][CH2:38][CH:39]1[CH2:40][CH2:41][N:42]([CH2:43][C:44]2([c:45]3[nH:46][n:47][n:48][n:49]3)[CH2:50][CH2:51][CH2:52][CH2:53]2)[CH2:54][CH2:55]1)=[O:56]>>[CH2:1]([c:2]1[cH:3][cH:4][cH:5][cH:6][cH:7]1)[n:8]1[n:9][c:10]([CH:13]([CH:14]=[O:15])[CH:17]2[CH2:18][CH2:19][CH2:20][CH2:21]2)[n:11][n:12]1. The reactants are N#Cc1cc2c(Oc3ccc(NC(=O)Oc4ccccc4)c(F)c3)ccnc2cc1OCc1ccccc1, CN(C)C=O, CCN(C(C)C)C(C)C, Nc1nccs1, O. The product is N#Cc1cc2c(Oc3ccc(NC(=O)Nc4nccs4)c(F)c3)ccnc2cc1OCc1ccccc1. As a reaction SMILES: [C:1](#[N:2])[c:3]1[cH:4][c:5]2[c:6]([O:21][c:22]3[cH:23][c:24]([F:38])[c:25]([NH:28][C:29]([O:30][c:32]4[cH:33][cH:34][cH:35][cH:36][cH:37]4)=[O:31])[cH:26][cH:27]3)[cH:7][cH:8][n:9][c:10]2[cH:11][c:12]1[O:13][CH2:14][c:15]1[cH:16][cH:17][cH:18][cH:19][cH:20]1.[CH3:55][N:56]([CH3:57])[CH:58]=[O:59].[CH:45]([N:46]([CH:47]([CH3:48])[CH3:49])[CH2:50][CH3:51])([CH3:52])[CH3:53].[NH2:39][c:40]1[s:41][cH:42][cH:43][n:44]1.[OH2:54]>>[C:1](#[N:2])[c:3]1[cH:4][c:5]2[c:6]([O:21][c:22]3[cH:23][c:24]([F:38])[c:25]([NH:28][C:29](=[O:30])[NH:39][c:40]4[s:41][cH:42][cH:43][n:44]4)[cH:26][cH:27]3)[cH:7][cH:8][n:9][c:10]2[cH:11][c:12]1[O:13][CH2:14][c:15]1[cH:16][cH:17][cH:18][cH:19][cH:20]1.